From a dataset of the Open Reaction Database (ORD), a public repository of structured organic reaction records. describe an organic reaction: reactants, conditions, products, and yield Starting materials: CC(C)(C)OC(=O)c1ccccc1-c1ccc(CBr)cc1, CCCCc1nc(Cl)c(C=O)[nH]1, [K+], [K+], O=C([O-])[O-], CN(C)C=O. The product is CCCCc1nc(Cl)c(C=O)n1Cc1ccc(-c2ccccc2C(=O)OC(C)(C)C)cc1. RXN SMILES: [C:13]([CH3:14])([CH3:15])([CH3:16])[O:17][C:18](=[O:19])[c:20]1[c:21](-[c:26]2[cH:27][cH:28][c:29]([CH2:32][Br:33])[cH:30][cH:31]2)[cH:22][cH:23][cH:24][cH:25]1.[CH2:1]([CH2:2][CH2:3][CH3:4])[c:5]1[n:6][c:7]([Cl:12])[c:8]([CH:10]=[O:11])[nH:9]1.[K+:34].[K+:35].[O-:36][C:37]([O-:38])=[O:39].[O:40]=[CH:41][N:42]([CH3:43])[CH3:44]>>[CH2:1]([CH2:2][CH2:3][CH3:4])[c:5]1[n:6][c:7]([Cl:12])[c:8]([CH:10]=[O:11])[n:9]1[CH2:32][c:29]1[cH:28][cH:27][c:26](-[c:21]2[c:20]([C:18]([O:17][C:13]([CH3:14])([CH3:15])[CH3:16])=[O:19])[cH:25][cH:24][cH:23][cH:22]2)[cH:31][cH:30]1.